This data is from the Open Reaction Database (ORD), a public repository of structured organic reaction records. The task is: describe an organic reaction: reactants, conditions, products, and yield The reactants are COC(C1=CC=C(C=C1)O)=O (4-hydroxybenzoic acid methyl ester), ClCCCl (1,2-dichloroethane), C([O-])([O-])=O.[Li+].[Li+] (lithium carbonate), CS(=O)C (dimethylsulfoxide). Run at time 2 hour. Yields the product COC(C1=CC=C(C=C1)OCCCl)=O (4-(2-Chloroethoxy)benzoic acid methyl ester). RXN SMILES: [CH3:1][O:2][C:3](=[O:11])[C:4]1[CH:9]=[CH:8][C:7]([OH:10])=[CH:6][CH:5]=1.C(=O)([O-])[O-].[Li+].[Li+].CS(C)=O.[Cl:22][CH2:23][CH2:24]Cl>>[CH3:1][O:2][C:3](=[O:11])[C:4]1[CH:9]=[CH:8][C:7]([O:10][CH2:24][CH2:23][Cl:22])=[CH:6][CH:5]=1 |f:1.2.3|. Procedure: 4-hydroxybenzoic acid methyl ester (1.52 g, 10 mmol), anhydrous lithium carbonate (740 mg, 10 mmol), 15 ml of dimethylsulfoxide, and 15 ml of 1,2-dichloroethane are combined and heated to reflux. HPLC shows the reaction is at equilibrium at about 2 hours with a product to starting material ratio of 22.7:68.7. The reactants are Cl (hydrochloride), CO (methanol), Cl.ClC=1C=C(C=CC1C1CCCCC1)C#CCN1CCC2(CC1)CCCCC2 (3-[3-(3-Chloro-4-cyclohexylphenyl)prop-2-ynyl]-3azaspiro[5.5]undecane hydrochloride), [OH-].[Na+] (sodium hydroxide). The reagents and catalysts are [Pd].[O-]S(=O)(=O)[O-].[Ba+2] (Pd BaSO4). The solvent is C(C)(=O)OCC (ethyl acetate). Yields the product Cl.ClC=1C=C(C=CC1C1CCCCC1)\C=C/CN1CCC2(CC1)CCCCC2 (cis-3-[3-(3-Chloro-4-cyclohexylphenyl)allyl]-3-azaspiro[5.5]undecane hydrochloride). Reaction SMILES: Cl.Cl.[Cl:3][C:4]1[CH:5]=[C:6]([C:16]#[C:17][CH2:18][N:19]2[CH2:24][CH2:23][C:22]3([CH2:29][CH2:28][CH2:27][CH2:26][CH2:25]3)[CH2:21][CH2:20]2)[CH:7]=[CH:8][C:9]=1[CH:10]1[CH2:15][CH2:14][CH2:13][CH2:12][CH2:11]1.[OH-].[Na+].CO>C(OCC)(=O)C.[Pd].[O-]S([O-])(=O)=O.[Ba+2]>[ClH:3].[Cl:3][C:4]1[CH:5]=[C:6](/[CH:16]=[CH:17]\[CH2:18][N:19]2[CH2:20][CH2:21][C:22]3([CH2:29][CH2:28][CH2:27][CH2:26][CH2:25]3)[CH2:23][CH2:24]2)[CH:7]=[CH:8][C:9]=1[CH:10]1[CH2:15][CH2:14][CH2:13][CH2:12][CH2:11]1 |f:1.2,3.4,7.8.9,10.11|. Reported procedure: 3 g of the hydrochloride of the acetylenic compound obtained in Example 1 above are liberated by aqueous 10% sodium hydroxide solution. The oil obtained after extraction with diethyl ether is washed with saturated sodium chloride solution, dried over magnesium sulphate and concentrated under vacuum. The residue thus obtained is taken up in 100 ml of ethyl acetate, 5 ml of methanol are added, followed by 0.2 g of Pd/BaSO4 and the reaction mixture is hydrogenated at room temperature and at atmosph... The reactants are O=C1CCC(=O)N1Br, CN(C)C=O, O=[N+]([O-])c1ccc2cn[nH]c2c1. Yields the product O=[N+]([O-])c1ccc2c(Br)n[nH]c2c1. Reaction SMILES: [Br:13][N:14]1[C:15](=[O:16])[CH2:17][CH2:18][C:19]1=[O:20].[CH3:21][N:22]([CH3:23])[CH:24]=[O:25].[N+:1](=[O:2])([O-:3])[c:4]1[cH:5][cH:6][c:7]2[cH:8][n:9][nH:10][c:11]2[cH:12]1>>[N+:1](=[O:2])([O-:3])[c:4]1[cH:5][cH:6][c:7]2[c:8]([Br:13])[n:9][nH:10][c:11]2[cH:12]1. The reactants are CC1(C)CC(=O)Nc2ccc(Br)cc21, O=C([O-])[O-], CC(C)(C)C(=O)OCI, [Cs+], [Cs+], CN(C)C=O, O. The product is CC(C)(C)C(=O)OCN1C(=O)CC(C)(C)c2cc(Br)ccc21. Reaction SMILES: [Br:1][c:2]1[cH:3][c:4]2[c:9]([cH:10][cH:11]1)[NH:8][C:7](=[O:12])[CH2:6][C:5]2([CH3:13])[CH3:14].[C:15](=[O:16])([O-:17])[O-:18].[C:21]([C:22]([CH3:23])([CH3:24])[CH3:25])(=[O:26])[O:27][CH2:28][I:29].[Cs+:19].[Cs+:20].[O:31]=[CH:32][N:33]([CH3:34])[CH3:35].[OH2:30]>>[Br:1][c:2]1[cH:3][c:4]2[c:9]([cH:10][cH:11]1)[N:8]([CH2:28][O:27][C:21]([C:22]([CH3:23])([CH3:24])[CH3:25])=[O:26])[C:7](=[O:12])[CH2:6][C:5]2([CH3:13])[CH3:14].